This data is from the Open Reaction Database (ORD), a public repository of structured organic reaction records. The task is: describe an organic reaction: reactants, conditions, products, and yield Starting materials: C(CCC)OC1=NC(=C2N=C(N(C2=N1)CCCCC1CNCCC1)OC)N (2-(butyloxy)-8-(methyloxy)-9-[4-(3-piperidinyl)butyl]-9H-purin-6-amine), ICC (iodoethane). Yields the product NC1=C2NC(N(C2=NC(=N1)OCCCC)CCCCC1CN(CCC1)CC)=O (6-Amino-2-(butyloxy)-9-[4-(1-ethyl-3-piperidinyl)butyl]-7,9-dihydro-8H-purin-8-one). As a reaction SMILES: [CH2:1]([O:5][C:6]1[N:14]=[C:13]2[C:9]([N:10]=[C:11]([O:25]C)[N:12]2[CH2:15][CH2:16][CH2:17][CH2:18][CH:19]2[CH2:24][CH2:23][CH2:22][NH:21][CH2:20]2)=[C:8]([NH2:27])[N:7]=1)[CH2:2][CH2:3][CH3:4].I[CH2:29][CH3:30]>>[NH2:27][C:8]1[N:7]=[C:6]([O:5][CH2:1][CH2:2][CH2:3][CH3:4])[N:14]=[C:13]2[C:9]=1[NH:10][C:11](=[O:25])[N:12]2[CH2:15][CH2:16][CH2:17][CH2:18][CH:19]1[CH2:24][CH2:23][CH2:22][N:21]([CH2:29][CH3:30])[CH2:20]1. Procedure details: Prepared similarly to Example 14 from 2-(butyloxy)-8-(methyloxy)-9-[4-(3-piperidinyl)butyl]-9H-purin-6-amine and iodoethane. Starting materials: C1(=CC=C(C=C1)N=C=S)N=C=S (1,4-phenylenediisothiocyanate), C(C)(C)NC(C)C (diisopropylamine). Solvent: C(C)#N (acetonitrile). Yields the product C1(=CC=C(C=C1)NC(=S)N(C(C)C)C(C)C)NC(=S)N(C(C)C)C(C)C (N,N"-(1,4-Phenylene)bis[N',N'-bis(1-methylethyl)thiourea]). As a reaction SMILES: [C:1]1([N:10]=[C:11]=[S:12])[CH:6]=[CH:5][C:4]([N:7]=[C:8]=[S:9])=[CH:3][CH:2]=1.[CH:13]([NH:16][CH:17]([CH3:19])[CH3:18])([CH3:15])[CH3:14]>C(#N)C>[C:4]1([NH:7][C:8]([N:16]([CH:17]([CH3:19])[CH3:18])[CH:13]([CH3:15])[CH3:14])=[S:9])[CH:3]=[CH:2][C:1]([NH:10][C:11]([N:16]([CH:17]([CH3:19])[CH3:18])[CH:13]([CH3:15])[CH3:14])=[S:12])=[CH:6][CH:5]=1. Procedure details: To a solution of 1.92 g. of 1,4-phenylenediisothiocyanate in 100 ml. of acetonitrile is added 2.5 g. of diisopropylamine. On standing, a precipitate forms which is filtered off and crystallized from acetone-cyclohexane to yield 2.7 g. of the title compound, melting point 185° C. Reactants: ClC1=C(C(=CC=C1)Cl)C1=CC2=C(N=C(N=C2)S(=O)(=O)C)N(C1=O)C (6-(2,6-Dichlorophenyl)-2-methanesulfonyl-8-methyl-8H-pyrido[2,3-d]pyrimidin-7-one), COC1=C(N)C=CC=C1 (2-methoxyaniline). Solvent: CCOCC (Ether). Conditions: temperature 175 celsius. Product: ClC1=C(C(=CC=C1)Cl)C1=CC2=C(N=C(N=C2)NC2=C(C=CC=C2)OC)N(C1=O)C (6-(2,6-Dichlorophenyl)-2-(2-methoxyphenylamino)-8-methyl-8H-pyrido[2,3-d]pyrimidin-7-one). RXN SMILES: [Cl:1][C:2]1[CH:7]=[CH:6][CH:5]=[C:4]([Cl:8])[C:3]=1[C:9]1[C:22](=[O:23])[N:21]([CH3:24])[C:12]2[N:13]=[C:14](S(C)(=O)=O)[N:15]=[CH:16][C:11]=2[CH:10]=1.[CH3:25][O:26][C:27]1[CH:33]=[CH:32][CH:31]=[CH:30][C:28]=1[NH2:29]>CCOCC>[Cl:1][C:2]1[CH:7]=[CH:6][CH:5]=[C:4]([Cl:8])[C:3]=1[C:9]1[C:22](=[O:23])[N:21]([CH3:24])[C:12]2[N:13]=[C:14]([NH:29][C:28]3[CH:30]=[CH:31][CH:32]=[CH:33][C:27]=3[O:26][CH3:25])[N:15]=[CH:16][C:11]=2[CH:10]=1. Procedure details: A mixture of 0.113 g (0.29 mmol) of 6-(2,6-dichlorophenyl)-2-methanesulfonyl-8-methyl-8H-pyrido[2,3-d]pyrimidin-7-one of Example 39 and 0.50 g (4.10 mmol) of 2-methoxyaniline was heated, with stirring, in a 175° C. oil bath. The resulting solution was heated for 5 minutes and cooled to room temperature. Ether (2 mL) was added. The crystals that developed were filtered and washed with 1 mL of ether; wt 0.070 g. The solid was purified to remove dark colors by silica gel chromatography, eluting wit... Starting materials: Cl.N1(N=CC=C1)C(=N)N (Pyrazole-1-carboxamidine hydrochloride), Cl.Cl.N1=CC=C(C=C1)NC(C1=CC=C(C=C1)CN)=O (N-(4-pyridyl)-4-aminomethylbenzamide dihydrochloride), C(C)(C)N(CC)C(C)C (diisopropylethylamine). Run in CO (methanol). Conditions: time 6 hour. Product: O.Cl.N1=CC=C(C=C1)NC(C1=CC=C(C=C1)CNC(=N)N)=O (N-(4-pyridyl)-4-guanidinomethylbenzamide monohydrochloride monohydrate). Isolated yield 112.3%. Reaction SMILES: [ClH:1].[N:2]1([C:7]([NH2:9])=[NH:8])[CH:6]=[CH:5][CH:4]=N1.Cl.Cl.[N:12]1[CH:17]=[CH:16][C:15]([NH:18][C:19](=[O:28])[C:20]2[CH:25]=CC(CN)=[CH:22][CH:21]=2)=[CH:14][CH:13]=1.C(N(C(C)C)CC)(C)C>CO>[OH2:28].[ClH:1].[N:12]1[CH:17]=[CH:16][C:15]([NH:18][C:19](=[O:28])[C:20]2[CH:21]=[CH:22][C:5]([CH2:6][NH:2][C:7]([NH2:9])=[NH:8])=[CH:4][CH:25]=2)=[CH:14][CH:13]=1 |f:0.1,2.3.4,7.8.9|. Procedure: Pyrazole-1-carboxamidine hydrochloride (540 mg) was added to a solution of N-(4-pyridyl)-4-aminomethylbenzamide dihydrochloride (550 mg) and diisopropylethylamine (950 mg) in methanol (7 ml), and the mixture was stirred in a stream of nitrogen at room temperature for 6 hours. After the reaction, the reaction mixture was concentrated to half under reduced pressure, and ethyl acetate was added to precipitate crystals. The crystals were collected by filtration, and recrystallized from methanol-ethy... The reactants are O=O (oxygen), [Na+].O1C=C(C2=C1C=CC=C2)CCSS([O-])(=O)=O (thiosulfuric acid S-[2-(benzofuran-3-yl)ethyl]ester sodium salt), O (water), P(O)(O)(O)=O (phosphoric acid). Run in C(C)OCC (diethyl ether). Yields the product O1C=C(C2=C1C=CC=C2)CCS (2-(Benzofuran-3-yl)ethanethiol). RXN SMILES: [Na+].[O:2]1[C:6]2[CH:7]=[CH:8][CH:9]=[CH:10][C:5]=2[C:4]([CH2:11][CH2:12][S:13]S(=O)(=O)[O-])=[CH:3]1.O.P(=O)(O)(O)O.O=O>C(OCC)C>[O:2]1[C:6]2[CH:7]=[CH:8][CH:9]=[CH:10][C:5]=2[C:4]([CH2:11][CH2:12][SH:13])=[CH:3]1 |f:0.1|. Reported procedure: The thiosulfuric acid S-[2-(benzofuran-3-yl)ethyl]ester sodium salt just prepared (3.63 g, contains x mol of water) was suspended in 50 per cent strength phosphoric acid (60 ml) with exclusion of oxygen (argon atmosphere). The reaction mixture obtained was then covered with a layer of diethyl ether (75 ml) and heated under reflux (7 h), with vigorous stirring, until solid was no longer to be observed in the aqueous phase. After cooling, the two phases were separated and the aqueous phase was ext... The reactants are COC(=O)CC1=CCN(C(=O)OC(C)(C)C)CC1(C)C, CC(C)C[Al+]CC(C)C, Cc1ccccc1, CCO, [H-], C1CCOC1. RXN SMILES: [C:18]([CH3:19])([CH3:20])([CH3:21])[O:22][C:23](=[O:24])[N:25]1[CH2:26][C:27]([CH3:36])([CH3:37])[C:28]([CH2:31][C:32](=[O:33])[O:34][CH3:35])=[CH:29][CH2:30]1.[CH2:2]([Al+:3][CH2:4][CH:5]([CH3:6])[CH3:7])[CH:8]([CH3:9])[CH3:10].[CH3:11][c:12]1[cH:13][cH:14][cH:15][cH:16][cH:17]1.[CH3:38][CH2:39][OH:40].[H-:1].[O:41]1[CH2:42][CH2:43][CH2:44][CH2:45]1>>[C:18]([CH3:19])([CH3:20])([CH3:21])[O:22][C:23](=[O:24])[N:25]1[CH2:26][C:27]([CH3:36])([CH3:37])[C:28]([CH2:31][CH2:32][OH:33])=[CH:29][CH2:30]1. Product: CC(C)(C)OC(=O)N1CC=C(CCO)C(C)(C)C1. The reactants are C1(=CC=CC=C1)C=1NC=2C=CC=C3C2C1CCNC3=O (2-Phenyl-3,4,5,6-tetrahydro-1H-azepino[5,4,3-cd]indol-6-one), tricyclic bromide, ClC=1C=CC(=C(C1)B(O)O)OC (5-chloro-2-methoxy-phenylboronic acid). The product is ClC=1C=CC(=C(C1)C=1NC=2C=CC=C3C2C1CCNC3=O)OC (2-(5-chloro-2-methoxy-phenyl)-3,4,5,6-tetrahydro-azepino[5,4,3-cd]indol-6-one). RXN SMILES: C1([C:7]2[NH:8][C:9]3[CH:10]=[CH:11][CH:12]=[C:13]4[C:19](=[O:20])[NH:18][CH2:17][CH2:16][C:15]=2[C:14]=34)C=CC=CC=1.[Cl:21][C:22]1[CH:23]=[CH:24][C:25]([O:31][CH3:32])=[C:26](B(O)O)[CH:27]=1>>[Cl:21][C:22]1[CH:23]=[CH:24][C:25]([O:31][CH3:32])=[C:26]([C:7]2[NH:8][C:9]3[CH:10]=[CH:11][CH:12]=[C:13]4[C:19](=[O:20])[NH:18][CH2:17][CH2:16][C:15]=2[C:14]=34)[CH:27]=1. Procedure: In a manner similar to that described for Compound 12, the tricyclic bromide (129 mg, 0.49 mmol) and 5-chloro-2-methoxy-phenylboronic acid (100 mg, 0.54 mmol) were coupled to yield 2-(5-chloro-2-methoxy-phenyl)-3,4,5,6-tetrahydro-azepino[5,4,3-cd]indol-6-one, 100 mg (63%) as an off-white solid: m.p. 160-162° C.; 1H NMR (300 MHz, d6-DMSO) δ 2.81 (m, 2H), 3.34 (m, 2H), 3.84 (s, 3H), 7.20 (m, 2H), 7.46 (m, 2H), 7.55 (d, J=7.8 Hz, 1H), 7.68 (d, J=7.5 Hz, 1H), 8.05 (br t, 1H), 11.37 (br s, 1H). MS (F... Reactants: CC(=O)O[BH-](OC(C)=O)OC(C)=O, Cc1nc2ccccc2n1-c1nc(N2CCOCC2)c2nc(C=O)n(C)c2n1, COC(OC)OC, CC(=O)O, CC(C)(O)C1CNC1, [Na+]. Product: Cc1nc2ccccc2n1-c1nc(N2CCOCC2)c2nc(CN3CC(C(C)(C)O)C3)n(C)c2n1. As a reaction SMILES: [C:48]([O:49][BH-:50]([O:51][C:52](=[O:53])[CH3:54])[O:55][C:56](=[O:57])[CH3:58])(=[O:59])[CH3:60].[CH3:1][c:2]1[n:3][c:4]2[c:5]([n:6]1-[c:7]1[n:8][c:9]([N:19]3[CH2:20][CH2:21][O:22][CH2:23][CH2:24]3)[c:10]3[n:11][c:12]([CH:17]=[O:18])[n:13]([CH3:16])[c:14]3[n:15]1)[cH:25][cH:26][cH:27][cH:28]2.[CH3:37][O:38][CH:39]([O:40][CH3:41])[O:42][CH3:43].[CH3:44][C:45](=[O:46])[OH:47].[NH:29]1[CH2:30][CH:31]([C:33]([CH3:34])([CH3:35])[OH:36])[CH2:32]1.[Na+:61]>>[CH3:1][c:2]1[n:3][c:4]2[c:5]([n:6]1-[c:7]1[n:8][c:9]([N:19]3[CH2:20][CH2:21][O:22][CH2:23][CH2:24]3)[c:10]3[n:11][c:12]([CH2:17][N:29]4[CH2:30][CH:31]([C:33]([CH3:34])([CH3:35])[OH:36])[CH2:32]4)[n:13]([CH3:16])[c:14]3[n:15]1)[cH:25][cH:26][cH:27][cH:28]2.